This data is from the Open Reaction Database (ORD), a public repository of structured organic reaction records. The task is: describe an organic reaction: reactants, conditions, products, and yield The reactants are C(C1=CC=CC=C1)C1=C(NC2=CC=C(C=C12)Br)C1=CC=CC=C1 (3-benzyl-5-bromo-2-phenyl-1H-indole), k-t-butoxide, C(C1=CC=CC=C1)Br (benzyl bromide). Run in CN(C)C=O (DMF). Product: C(C1=CC=CC=C1)N1C(=C(C2=CC(=CC=C12)Br)CC1=CC=CC=C1)C1=CC=CC=C1 (1,3-Dibenzyl-5-bromo-2-phenyl-1H-indole), product. Isolated yield 85.4%. Reaction SMILES: [CH2:1]([C:8]1[C:16]2[C:11](=[CH:12][CH:13]=[C:14]([Br:17])[CH:15]=2)[NH:10][C:9]=1[C:18]1[CH:23]=[CH:22][CH:21]=[CH:20][CH:19]=1)[C:2]1[CH:7]=[CH:6][CH:5]=[CH:4][CH:3]=1.[CH2:24](Br)[C:25]1[CH:30]=[CH:29][CH:28]=[CH:27][CH:26]=1>CN(C=O)C>[CH2:24]([N:10]1[C:11]2[C:16](=[CH:15][C:14]([Br:17])=[CH:13][CH:12]=2)[C:8]([CH2:1][C:2]2[CH:3]=[CH:4][CH:5]=[CH:6][CH:7]=2)=[C:9]1[C:18]1[CH:23]=[CH:22][CH:21]=[CH:20][CH:19]=1)[C:25]1[CH:30]=[CH:29][CH:28]=[CH:27][CH:26]=1. Procedure details: The desired product was prepared using a procedure similar to step 2 of example 3. Thus, 3-benzyl-5-bromo-2-phenyl-1H-indole (1.811 g, 5 mmol) was reacted with k-t-butoxide (0.589 g, 5.25 mmol) and benzyl bromide (0.901 g, 5.25 mmol) in DMF (20 ml) to give the product (1.932 g, 4.271 mmol, 85%) as a white solid, mp 155-157° C. 1H NMR (DMSO-d6) δ 3.99 (s, 2H), 5.32 (s, 2H), 6.82 (d, J=7.2 Hz, 2H), 7.07 (d, J=7.3 Hz, 2H), 7.09-7.23 (m, 7H), 7.34-7.39 (m, 3H), 7.43-7.49 (m, 3H), 7.53 (d, J=1.8 Hz, ... Starting materials: N (ammonia), FC(C(=O)O)(F)F (Trifluoroacetic acid), O1C2=C(C=C1)C=CC=C2N2CCN(CC2)C(=O)OC(C)(C)C (tert-butyl 4-(7-benzo[b]furanyl)piperazine-1-carboxylate), O (water). Run in ClCCl (dichloromethane). Run at time 1 hour. The product is O1C2=C(C=C1)C=CC=C2N2CCNCC2 (1-(7-benzo[b]furanyl)piperazine). Isolated yield 91.9%. As a reaction SMILES: FC(F)(F)C(O)=O.[O:8]1[CH:12]=[CH:11][C:10]2[CH:13]=[CH:14][CH:15]=[C:16]([N:17]3[CH2:22][CH2:21][N:20](C(OC(C)(C)C)=O)[CH2:19][CH2:18]3)[C:9]1=2.O.N>ClCCl>[O:8]1[CH:12]=[CH:11][C:10]2[CH:13]=[CH:14][CH:15]=[C:16]([N:17]3[CH2:22][CH2:21][NH:20][CH2:19][CH2:18]3)[C:9]1=2. Procedure details: Trifluoroacetic acid (5 ml) was added dropwise at 20° C. under nitrogen to a cooled solution of tert-butyl 4-(7-benzo[b]furanyl)piperazine-1-carboxylate (1.66 g) in dichloromethane (5 ml). The solution was stirred at ambient temperature for 1 hour, then poured into cold water (50 ml). The mixture was basified by the addition of aqueous ammonia solution, then the product was extracted into dichloromethane (2×50 ml). The combined organic extracts were washed with brine (100 ml), dried (MgSO4), and... The product is Nc1ccc(CN2N=C(c3ccc(Cl)cc3)COC2=O)cc1. Reactants: CCO, CC(=O)O, O=C1OCC(c2ccc(Cl)cc2)=NN1Cc1ccc([N+](=O)[O-])cc1, [Fe]. As a reaction SMILES: [CH3:25][CH2:26][OH:27].[CH3:28][C:29](=[O:30])[OH:31].[Cl:1][c:2]1[cH:3][cH:4][c:5]([C:8]2=[N:9][N:10]([CH2:15][c:16]3[cH:17][cH:18][c:19]([N+:22]([O-:23])=[O:24])[cH:20][cH:21]3)[C:11](=[O:14])[O:12][CH2:13]2)[cH:6][cH:7]1.[Fe:32]>>[Cl:1][c:2]1[cH:3][cH:4][c:5]([C:8]2=[N:9][N:10]([CH2:15][c:16]3[cH:17][cH:18][c:19]([NH2:22])[cH:20][cH:21]3)[C:11](=[O:14])[O:12][CH2:13]2)[cH:6][cH:7]1. Reactants: C=C(CCOCC(=O)OCC)C(O)C(NC=O)C(=O)OCC, ClCCl, O, O=S(Br)Br. The product is CCOC(=O)COCCC(CBr)C(O)C(NC=O)C(=O)OCC. As a reaction SMILES: [CH2:1]([CH3:2])[O:3][C:4](=[O:5])[CH2:6][O:7][CH2:8][CH2:9][C:10]([CH:11]([CH:12]([C:13](=[O:14])[O:15][CH2:16][CH3:17])[NH:18][CH:19]=[O:20])[OH:21])=[CH2:22].[Cl:28][CH2:29][Cl:30].[OH2:27].[S:23]([Br:24])([Br:25])=[O:26]>>[CH2:1]([CH3:2])[O:3][C:4](=[O:5])[CH2:6][O:7][CH2:8][CH2:9][CH:10]([CH:11]([CH:12]([C:13](=[O:14])[O:15][CH2:16][CH3:17])[NH:18][CH:19]=[O:20])[OH:21])[CH2:22][Br:25]. Reactants: COC1=C(C=C(C=C1)/C=C/CO)[N+](=O)[O-] ((E)-(4-methoxy-3-nitrophenyl)allyl alcohol), S(=O)(Cl)Cl (thionyl chloride). The solvent is C(Cl)Cl (methylene chloride). Reaction conditions: time 1 hour. Product: COC1=C(C=C(C=C1)/C=C/CCl)[N+](=O)[O-] ((E)-3-(4-methoxy-3-nitrophenyl)allyl chloride). As a reaction SMILES: [CH3:1][O:2][C:3]1[CH:8]=[CH:7][C:6](/[CH:9]=[CH:10]/[CH2:11]O)=[CH:5][C:4]=1[N+:13]([O-:15])=[O:14].S(Cl)([Cl:18])=O>C(Cl)Cl>[CH3:1][O:2][C:3]1[CH:8]=[CH:7][C:6](/[CH:9]=[CH:10]/[CH2:11][Cl:18])=[CH:5][C:4]=1[N+:13]([O-:15])=[O:14]. Procedure: 2.09 g of (E)-(4-methoxy-3-nitrophenyl)allyl alcohol was dissolved in 21 ml of methylene chloride. To the solution was added 1.79 g of thionyl chloride with ice-cooling. The mixture was stirred for 1 hour at room temperature. The solvent was removed by distillation under reduced pressure to obtain crystals of (E)-3-(4-methoxy-3-nitrophenyl)allyl chloride. The crystals were dissolved in 10 ml of methylene chloride.